This data is from the Open Reaction Database (ORD), a public repository of structured organic reaction records. The task is: describe an organic reaction: reactants, conditions, products, and yield Starting materials: C(C)(C)(C)OC(=O)N1C(OC[C@@H]1CCC1=CC=C(C=C1)N)(C)C ((S)-4-[2-(4-amino-phenyl)-ethyl]-2,2-dimethyl-oxazolidine-3-carboxylic acid tert-butyl ester), ClC1=NC=C(C=C1)C(F)(F)F (2-chloro-5-(trifluoromethyl)pyridine), C([O-])([O-])=O.[K+].[K+] (potassium carbonate). The solvent is C1(=CC=CC=C1)C (toluene). Run at temperature 110 celsius, time 1 hour. The product is C(C)(C)(C)OC(=O)N1C(OC[C@@H]1CCC1=CC=C(C=C1)NC1=NC=C(C=C1)C(F)(F)F)(C)C ((S)-2,2-dimethyl-4-{2-[4-(5-trifluoromethyl-pyridin-2-ylamino)-phenyl]-ethyl}-oxazolidine-3-carboxylic acid tert-butyl ester). The yield is 37.9%. Reaction SMILES: [C:1]([O:5][C:6]([N:8]1[C@@H:12]([CH2:13][CH2:14][C:15]2[CH:20]=[CH:19][C:18]([NH2:21])=[CH:17][CH:16]=2)[CH2:11][O:10][C:9]1([CH3:23])[CH3:22])=[O:7])([CH3:4])([CH3:3])[CH3:2].Cl[C:25]1[CH:30]=[CH:29][C:28]([C:31]([F:34])([F:33])[F:32])=[CH:27][N:26]=1.C(=O)([O-])[O-].[K+].[K+]>C1(C)C=CC=CC=1>[C:1]([O:5][C:6]([N:8]1[C@@H:12]([CH2:13][CH2:14][C:15]2[CH:16]=[CH:17][C:18]([NH:21][C:25]3[CH:30]=[CH:29][C:28]([C:31]([F:34])([F:33])[F:32])=[CH:27][N:26]=3)=[CH:19][CH:20]=2)[CH2:11][O:10][C:9]1([CH3:23])[CH3:22])=[O:7])([CH3:4])([CH3:2])[CH3:3] |f:2.3.4|. Reported procedure: In a pressure tube, (S)-4-[2-(4-amino-phenyl)-ethyl]-2,2-dimethyl-oxazolidine-3-carboxylic acid tert-butyl ester (100 mg), 2-chloro-5-(trifluoromethyl)pyridine (57 mg) and potassium carbonate (431 mg) were combined with toluene (1 ml) to give a yellow solution. The mixture was degassed by bubbling through argon for several minutes. BINAP (12 mg) and palladium(II)acetate (2 mg) were then added and the tube was sealed. The reaction mixture was stirred at 110° C. for 1 hour. The reaction mixture wa... Starting materials: OCC1=CC(=C(C(=C1)C(C)(C)C)O)C(C)(C)C (4-hydroxymethyl-2,6-di-t-butylphenol), CO (methanol). Reagents/catalysts: Cl (hydrochloric acid). Run at time 1 hour. The product is COCC1=CC(=C(C(=C1)C(C)(C)C)O)C(C)(C)C (4-methoxymethyl-2,6-di-t-butylphenol). Isolated yield 94.0%. As a reaction SMILES: [OH:1][CH2:2][C:3]1[CH:8]=[C:7]([C:9]([CH3:12])([CH3:11])[CH3:10])[C:6]([OH:13])=[C:5]([C:14]([CH3:17])([CH3:16])[CH3:15])[CH:4]=1.[CH3:18]O>Cl>[CH3:18][O:1][CH2:2][C:3]1[CH:4]=[C:5]([C:14]([CH3:17])([CH3:16])[CH3:15])[C:6]([OH:13])=[C:7]([C:9]([CH3:10])([CH3:11])[CH3:12])[CH:8]=1. Procedure details: A solution of 4-hydroxymethyl-2,6-di-t-butylphenol (0.5 g) in methanol (10 mL) containing 1 drop of concentrated hydrochloric acid was stirred at ambient temperature for 1 hour. Evaporation of the solvent gave the title compound, 0.5 g, 94% yield as a white crystalline solid. Starting materials: C(C)C1C(CC(C(C(OC(C2CCCCN2C(C(C2(C(CC(C(C(CC(CC(=C1)C)C)OC)O2)OC)C)O)=O)=O)=O)C(=CC2CC(C(CC2)O)OC)C)C)O)=O (17-Ethyl-1,14-dihydroxy-12-[2-(4-hydroxy-3-methoxycyclo hexyl)-1-methylvinyl)-23,25-dimethoxy-13,19,21,27-tetra methyl-11,28-dioxa-4-azatricyclo(22.3.1.04,9 ]octacos-18-ene-2,3,10,16-tetraone), C1(=CC=C(C=C1)S(=O)(=O)O)C (p-toluenesulphonic acid). The solvent is C1(=CC=CC=C1)C (toluene). Run at temperature 100 celsius. Product: C(C)C1C(C=CC(C(OC(C2CCCCN2C(C(C2(C(CC(C(C(CC(CC(=C1)C)C)OC)O2)OC)C)O)=O)=O)=O)C(=CC2CC(C(CC2)O)OC)C)C)=O (17-Ethyl-1-hydroxy-12-[2-(4-hydroxy-3-methoxycyclo hexyl)-1-methylvinyl]-23,25-dimethoxy-13,19,21,27-tetra methyl-11,28-dioxa-4-azatricyclo[22.3.1.04,9 ]octacos-14,18-diene-2.3,10,16-tetraone). The yield is 81.9%. As a reaction SMILES: [CH2:1]([CH:3]1[CH:29]=[C:28]([CH3:30])[CH2:27][CH:26]([CH3:31])[CH2:25][CH:24]([O:32][CH3:33])[CH:23]2[O:34][C:19]([OH:38])([CH:20]([CH3:37])[CH2:21][CH:22]2[O:35][CH3:36])[C:18](=[O:39])[C:17](=[O:40])[N:16]2[CH:11]([CH2:12][CH2:13][CH2:14][CH2:15]2)[C:10](=[O:41])[O:9][CH:8]([C:42]([CH3:53])=[CH:43][CH:44]2[CH2:49][CH2:48][CH:47]([OH:50])[CH:46]([O:51][CH3:52])[CH2:45]2)[CH:7]([CH3:54])[CH:6](O)[CH2:5][C:4]1=[O:56])[CH3:2].C1(C)C=CC(S(O)(=O)=O)=CC=1>C1(C)C=CC=CC=1>[CH2:1]([CH:3]1[CH:29]=[C:28]([CH3:30])[CH2:27][CH:26]([CH3:31])[CH2:25][CH:24]([O:32][CH3:33])[CH:23]2[O:34][C:19]([OH:38])([CH:20]([CH3:37])[CH2:21][CH:22]2[O:35][CH3:36])[C:18](=[O:39])[C:17](=[O:40])[N:16]2[CH:11]([CH2:12][CH2:13][CH2:14][CH2:15]2)[C:10](=[O:41])[O:9][CH:8]([C:42]([CH3:53])=[CH:43][CH:44]2[CH2:49][CH2:48][CH:47]([OH:50])[CH:46]([O:51][CH3:52])[CH2:45]2)[CH:7]([CH3:54])[CH:6]=[CH:5][C:4]1=[O:56])[CH3:2]. Procedure details: 17-Ethyl-1,14-dihydroxy-12-[2-(4-hydroxy-3-methoxycyclo hexyl)-1-methylvinyl)-23,25-dimethoxy-13,19,21,27-tetra methyl-11,28-dioxa-4-azatricyclo(22.3.1.04,9 ]octacos-18-ene-2,3,10,16-tetraone (FR-900520) (100 mg) and p-toluenesulphonic acid (2 mg) were dissolved in dry toluene (20 ml) and were heated for 2 hours at 100° C. under an atmosphere of nitrogen. Removal of solvent in vacuo and chromatography on silica eluting with hexane/acetone [2:1] gave the sub-title compound as a foam (80 mg). Reactants: C1CCOC1, [Li]CCCC, CCOCC, CCCCCC, COc1ccc(C=Nc2cccc3[nH]c(=O)ccc23)c(F)c1, FC(F)(F)C1CO1. The product is COc1ccc(C(Nc2cccc3[nH]c(=O)ccc23)C2(C(F)(F)F)CO2)c(F)c1. Reaction SMILES: [CH2:40]1[O:41][CH2:42][CH2:43][CH2:44]1.[CH2:8]([Li:9])[CH2:10][CH2:11][CH3:12].[CH3:35][CH2:36][O:37][CH2:38][CH3:39].[CH3:45][CH2:46][CH2:47][CH2:48][CH2:49][CH3:50].[F:13][c:14]1[c:15]([CH:22]=[N:23][c:24]2[c:25]3[cH:26][cH:27][c:28](=[O:34])[nH:29][c:30]3[cH:31][cH:32][cH:33]2)[cH:16][cH:17][c:18]([O:20][CH3:21])[cH:19]1.[F:1][C:2]([CH:3]1[CH2:4][O:5]1)([F:6])[F:7]>>[F:1][C:2]([C:3]1([CH:22]([c:15]2[c:14]([F:13])[cH:19][c:18]([O:20][CH3:21])[cH:17][cH:16]2)[NH:23][c:24]2[c:25]3[cH:26][cH:27][c:28](=[O:34])[nH:29][c:30]3[cH:31][cH:32][cH:33]2)[CH2:4][O:5]1)([F:6])[F:7]. Reactants: Alkoxide, N1(CCCCC1)CCO (1-piperidine ethanol), [H-].[Na+] (sodium hydride), ClC=1C=C(C=CC1)C1=NC(=NC(=C1C(=O)NCCCC1=CC=CC=C1)C)SC (4-(3-chlorophenyl)-6-methyl-2-(methylthio)-N-(3-phenylpropyl)-5-pyrimidinecarboxamide), S([O-])(O)=O.[Na+] (sodium bisulfite), ClC1=CC(=CC=C1)C(=O)OO (mCPBA). Solvent: ClCCl (dichloromethane), ClCCl (dichloromethane). Reaction conditions: temperature 0 celsius, time 6 hour. The product is ClC=1C=C(C=CC1)C1=NC(=NC(=C1C(=O)NCCCC1=CC=CC=C1)C)OCCN1CCCCC1 (4-(3-chlorophenyl)-6-methyl-N-(3-phenylpropyl)-2-[(piperidine-1-yl) ethoxy]-5-pyrimidinecarboxamide). As a reaction SMILES: [Cl:1][C:2]1[CH:3]=[C:4]([C:8]2[C:13]([C:14]([NH:16][CH2:17][CH2:18][CH2:19][C:20]3[CH:25]=[CH:24][CH:23]=[CH:22][CH:21]=3)=[O:15])=[C:12]([CH3:26])[N:11]=[C:10](SC)[N:9]=2)[CH:5]=[CH:6][CH:7]=1.ClC1C=CC=C(C(OO)=O)C=1.S(=O)(O)[O-].[Na+].[N:45]1([CH2:51][CH2:52][OH:53])[CH2:50][CH2:49][CH2:48][CH2:47][CH2:46]1.[H-].[Na+]>ClCCl>[Cl:1][C:2]1[CH:3]=[C:4]([C:8]2[C:13]([C:14]([NH:16][CH2:17][CH2:18][CH2:19][C:20]3[CH:25]=[CH:24][CH:23]=[CH:22][CH:21]=3)=[O:15])=[C:12]([CH3:26])[N:11]=[C:10]([O:53][CH2:52][CH2:51][N:45]3[CH2:50][CH2:49][CH2:48][CH2:47][CH2:46]3)[N:9]=2)[CH:5]=[CH:6][CH:7]=1 |f:2.3,5.6|. Reported procedure: 185 mg (0.254 mmol) of 4-(3-chlorophenyl)-6-methyl-2-(methylthio)-N-(3-phenylpropyl)-5-pyrimidinecarboxamide was dissolved in 5 ml of dichloromethane. 87.7 mg (0.508 mmol) of mCPBA (m-chloroperbenzoic acid) was added thereto at 0° C. and stirred at the same temperature for 6 hours. 1 ml of saturated aqueous sodium bisulfite solution was added thereto at the same temperature and stirred for 30 minutes heating to room temperature. After the reaction mixture was diluted with dichloromethane, the or...